This data is from the Open Reaction Database (ORD), a public repository of structured organic reaction records. The task is: describe an organic reaction: reactants, conditions, products, and yield The reactants are CO, [Li+], CCOC(=O)CC(NC(=O)C1CCN(C(=O)Nc2ccc(C=NN)cc2)CC1)c1cccnc1, [OH-]. The product is NN=Cc1ccc(NC(=O)N2CCC(C(=O)NC(CC(=O)O)c3cccnc3)CC2)cc1. RXN SMILES: [CH3:35][OH:36].[Li+:38].[NH2:1][N:2]=[CH:3][c:4]1[cH:5][cH:6][c:7]([NH:10][C:11](=[O:12])[N:13]2[CH2:14][CH2:15][CH:16]([C:19](=[O:20])[NH:21][CH:22]([CH2:23][C:24](=[O:25])[O:26][CH2:27][CH3:28])[c:29]3[cH:30][n:31][cH:32][cH:33][cH:34]3)[CH2:17][CH2:18]2)[cH:8][cH:9]1.[OH-:37]>>[NH2:1][N:2]=[CH:3][c:4]1[cH:5][cH:6][c:7]([NH:10][C:11](=[O:12])[N:13]2[CH2:14][CH2:15][CH:16]([C:19](=[O:20])[NH:21][CH:22]([CH2:23][C:24](=[O:25])[OH:26])[c:29]3[cH:30][n:31][cH:32][cH:33][cH:34]3)[CH2:17][CH2:18]2)[cH:8][cH:9]1. The reactants are OCC(=O)[C@@H](O)[C@H](O)[C@@H](O)CO (L-sorbose), cupric chloride. The solvent is CC(=O)C (acetone). Conditions: time 4 hour. Yields the product CC1(OC[C@H]2[C@@H](O1)[C@H]3[C@@](O2)(OC(O3)(C)C)CO)C (2,3:4,6-di-O-isopropylidene-L-sorbofuranose). Isolated yield 167.5%. As a reaction SMILES: [OH:1][CH2:2][C:3]([C@H:5]([C@@H:7]([C@H:9]([CH2:11][OH:12])[OH:10])[OH:8])[OH:6])=[O:4]>CC(C)=O>[CH3:2][C:3]1([CH3:5])[O:6][C@H:5]2[C@@H:7]3[O:8][C:9]([CH3:11])([CH3:7])[O:10][C@:9]3([CH2:11][OH:12])[O:4][C@H:3]2[CH2:2][O:1]1. Procedure: To 250 ml of acetone were added 10.0 g of L-sorbose and 125 mg of anhydrous cupric chloride, and the mixture was stirred for 4 hours under reflux in a warm-water bath at 57° to 58° C. The refluxing solvent was continuously dried with 14 g of molecular sieves 3A which was placed between the reaction vessel and the cooling tube. After cooling, a small amount of aqueous sodium hydrogencarbonate is added to the reaction mixture, and the acetone was distilled off under reduced pressure. The residue w... Reagents/catalysts: CN(C1=CC=NC=C1)C (4-dimethylaminopyridine). The yield is 31.3%. The product is [Si](C)(C)(C(C)(C)C)OC1=CC=C(CN(C(CCC(=O)OCC)=O)C2=C(C=C(C=C2)Cl)OC2=CC(=CC=C2)CNC(=O)OC(C)(C)C)C=C1 (ethyl N-(4-tert-butyldimethylsilyloxybenzyl)-N-[2-[3-(tert-butoxycarbonylaminomethyl)phenoxy]-4-chlorophenyl]succinamate). RXN SMILES: [C:1]([O:5][C:6](=[O:39])[NH:7][CH2:8][C:9]1[CH:14]=[CH:13][CH:12]=[C:11]([O:15][C:16]2[CH:21]=[C:20]([Cl:22])[CH:19]=[CH:18][C:17]=2[NH:23][CH2:24][C:25]2[CH:30]=[CH:29][C:28]([O:31][Si:32]([C:35]([CH3:38])([CH3:37])[CH3:36])([CH3:34])[CH3:33])=[CH:27][CH:26]=2)[CH:10]=1)([CH3:4])([CH3:3])[CH3:2].C([CH:42]([CH2:46][C:47](Cl)=[O:48])[C:43](Cl)=[O:44])C.O1CC[CH2:52][CH2:51]1.[OH2:55]>CN(C)C1C=CN=CC=1>[Si:32]([O:31][C:28]1[CH:29]=[CH:30][C:25]([CH2:24][N:23]([C:17]2[CH:18]=[CH:19][C:20]([Cl:22])=[CH:21][C:16]=2[O:15][C:11]2[CH:12]=[CH:13][CH:14]=[C:9]([CH2:8][NH:7][C:6]([O:5][C:1]([CH3:4])([CH3:2])[CH3:3])=[O:39])[CH:10]=2)[C:47](=[O:48])[CH2:46][CH2:42][C:43]([O:44][CH2:51][CH3:52])=[O:55])=[CH:26][CH:27]=1)([C:35]([CH3:38])([CH3:37])[CH3:36])([CH3:33])[CH3:34]. Procedure details: A mixture of tert-butyl[3-[2-(4-tert-butyldimethylsilyloxybenzylamino)-5-chlorophenoxy]benzyl]carbamate (2.58 g, 5 mmols), ethylsuccinyl chloride (1.1 ml, 7.5 mmols), 4-dimethylaminopyridine (0.92 g, 7.5 mmols) and tetrahydrofuran (30 ml) was stirred at room temperature for 3 hours. The reaction mixture was poured into water, and extracted with ethyl acetate. The extract was washed with brine, and then dried with anhydrous magnesium sulfate. This was concentrated under reduced pressure, and the ... Reaction conditions: time 3 hour. Reactants: O (water), C(C)(C)(C)OC(NCC1=CC(=CC=C1)OC1=C(C=CC(=C1)Cl)NCC1=CC=C(C=C1)O[Si](C)(C)C(C)(C)C)=O (tert-butyl[3-[2-(4-tert-butyldimethylsilyloxybenzylamino)-5-chlorophenoxy]benzyl]carbamate), C(C)C(C(=O)Cl)CC(=O)Cl (ethylsuccinyl chloride), O1CCCC1 (tetrahydrofuran). Reactants: OC(=S)c1ccccc1, C=CCOC(=O)N1CC(O)CC1CCn1cncn1, CCOC(=O)N=NC(=O)OCC, C1CCOC1, c1ccc(P(c2ccccc2)c2ccccc2)cc1. Product: C=CCOC(=O)N1CC(SC(=O)c2ccccc2)CC1CCn1cncn1. Reaction SMILES: [C:51]([c:52]1[cH:53][cH:54][cH:55][cH:56][cH:57]1)(=[S:58])[OH:59].[CH2:1]([CH:2]=[CH2:3])[O:4][C:5](=[O:6])[N:7]1[CH:8]([CH2:13][CH2:14][n:15]2[n:16][cH:17][n:18][cH:19]2)[CH2:9][CH:10]([OH:12])[CH2:11]1.[O:39]=[C:40]([O:41][CH2:42][CH3:43])[N:44]=[N:45][C:46]([O:47][CH2:48][CH3:49])=[O:50].[O:60]1[CH2:61][CH2:62][CH2:63][CH2:64]1.[c:20]1([P:21]([c:22]2[cH:23][cH:24][cH:25][cH:26][cH:27]2)[c:28]2[cH:29][cH:30][cH:31][cH:32][cH:33]2)[cH:34][cH:35][cH:36][cH:37][cH:38]1>>[CH2:1]([CH:2]=[CH2:3])[O:4][C:5](=[O:6])[N:7]1[CH:8]([CH2:13][CH2:14][n:15]2[n:16][cH:17][n:18][cH:19]2)[CH2:9][CH:10]([S:58][C:51]([c:52]2[cH:53][cH:54][cH:55][cH:56][cH:57]2)=[O:59])[CH2:11]1. Reactants: O (Water), CC(=O)C1=CC(=CC=C1)N (3-aminoacetophenone), N1=CC=CC=C1 (pyridine), 4-nitrophenylchloroformate, O1CCCC1 (tetrahydrofuran), O1CCCC1 (tetrahydrofuran). Yields the product C(C)(=O)C=1C=C(C=CC1)NC(OC1=CC=C(C=C1)[N+](=O)[O-])=O (4-nitrophenyl N-(3-acetylphenyl)carbamate). Reaction SMILES: [CH3:1][C:2]([C:4]1[CH:9]=[CH:8][CH:7]=[C:6]([NH2:10])[CH:5]=1)=[O:3].N1C=CC=CC=1.[CH:17]1[C:22]([N+:23]([O-:25])=[O:24])=[CH:21][CH:20]=[C:19]([Cl-]C([O-])=O)[CH:18]=1.[OH2:30].[O:31]1[CH2:35]CCC1>>[C:2]([C:4]1[CH:5]=[C:6]([NH:10][C:35](=[O:31])[O:30][C:19]2[CH:18]=[CH:17][C:22]([N+:23]([O-:25])=[O:24])=[CH:21][CH:20]=2)[CH:7]=[CH:8][CH:9]=1)(=[O:3])[CH3:1]. Reported procedure: To a solution of 3-aminoacetophenone (2.049 g) and pyridine (1.286 g) in tetrahydrofuran (35 ml) was added dropwise a solution of 4-nitrophenylchloroformate (3.288 g) in tetrahydrofuran (10 ml) under cooling in an ice bath. After completion of the addition, the mixture was allowed to stand to ambient temperature and stirred over night. Water was added to the mixture. The resultant precipitate was collected by suction filtration, washed with water and dried in vacuo at 80° C. to afford 4-nitrophe... The reactants are C(C)OC(=O)C1(CC1)C1=CC=C(C=C1)C1=CC=C(C=C1)C1=NC=CC=C1C(CCCC1=CC=CC=C1)O (1-{4′-[3-(1-Hydroxy-4-phenyl-butyl)-pyridin-2-yl]-biphenyl-4-yl}-cyclopropanecarboxylic acid ethyl ester), [OH-].[Na+] (NaOH). Run in C1CCOC1 (THF), CCO (EtOH). Conditions: temperature 45 celsius, time 8 hour. The product is OC(CCCC1=CC=CC=C1)C=1C(=NC=CC1)C1=CC=C(C=C1)C1=CC=C(C=C1)C1(CC1)C(=O)O (1-{4′-[3-(1-Hydroxy-4-phenyl-butyl)-pyridin-2-yl]-biphenyl-4-yl}-cyclopropanecarboxylic acid). RXN SMILES: C([O:3][C:4]([C:6]1([C:9]2[CH:14]=[CH:13][C:12]([C:15]3[CH:20]=[CH:19][C:18]([C:21]4[C:26]([CH:27]([OH:37])[CH2:28][CH2:29][CH2:30][C:31]5[CH:36]=[CH:35][CH:34]=[CH:33][CH:32]=5)=[CH:25][CH:24]=[CH:23][N:22]=4)=[CH:17][CH:16]=3)=[CH:11][CH:10]=2)[CH2:8][CH2:7]1)=[O:5])C.[OH-].[Na+]>C1COCC1.CCO>[OH:37][CH:27]([C:26]1[C:21]([C:18]2[CH:19]=[CH:20][C:15]([C:12]3[CH:11]=[CH:10][C:9]([C:6]4([C:4]([OH:5])=[O:3])[CH2:8][CH2:7]4)=[CH:14][CH:13]=3)=[CH:16][CH:17]=2)=[N:22][CH:23]=[CH:24][CH:25]=1)[CH2:28][CH2:29][CH2:30][C:31]1[CH:32]=[CH:33][CH:34]=[CH:35][CH:36]=1 |f:1.2|. Reported procedure: 1-{4′-[3-(1-Hydroxy-4-phenyl-butyl)-pyridin-2-yl]-biphenyl-4-yl}-cyclopropanecarboxylic acid ethyl ester (0.258 g, 0.52 mmol) was dissolved in THF (2 mL) and EtOH (1 mL). NaOH (3N aq., 1.1 eq.) was added and the reaction stirred at 45° C. overnight. The reaction was concentrated to dryness, diluted with H20, washed with EtOAc, acidified and extracted with EtOAc. The solution was dried and concentrated to yield the title compound. Procedure details: An aqueous solution consisting of 0.5 g sodium sulfadiazine, 0.5 ml ethyl alcohol, 13 ml of 20% sodium sulfate and 20 ml of 5% gelatin (type B: acid processed) was titrated, while under constant agitation with a magnetic stirrer, with 18.4 ml of 0.1N hydrochloric acid solution. This procedure resulted in a white suspension of microencapsulated sulfadiazine particles. The suspension was then stirred for an additional 15 minutes, following which it was poured into 200 ml of cold (5° C.) 7% sodium ... Solvent: C(C)O (ethyl alcohol). Starting materials: C1=CN=C(N=C1)[N-]S(=O)(=O)C2=CC=C(C=C2)N.[Na+] (sodium sulfadiazine), S(=O)(=O)([O-])[O-].[Na+].[Na+] (sodium sulfate), Cl (hydrochloric acid). Reaction SMILES: [CH:1]1[CH:6]=[N:5][C:4]([N-:7][S:8]([C:11]2[CH:16]=[CH:15][C:14]([NH2:17])=[CH:13][CH:12]=2)(=[O:10])=[O:9])=[N:3][CH:2]=1.[Na+].S([O-])([O-])(=O)=O.[Na+].[Na+].Cl>C(O)C>[CH:1]1[CH:2]=[N:3][C:4]([NH:7][S:8]([C:11]2[CH:12]=[CH:13][C:14]([NH2:17])=[CH:15][CH:16]=2)(=[O:10])=[O:9])=[N:5][CH:6]=1 |f:0.1,2.3.4|. The product is C=1C=NC(=NC1)NS(=O)(=O)C=2C=CC(=CC2)N (sulfadiazine).